This data is from the Open Reaction Database (ORD), a public repository of structured organic reaction records. The task is: describe an organic reaction: reactants, conditions, products, and yield Reactants: C27H25Cl2N5O2, ClC1=C(C(=O)O)C=CC(=C1)C(=O)NC(C)C1=NC2=C(N1)C=CC(=C2)Cl (rac.-2-chloro-4-{N-[1-(5-chloro-1H-benzimidazol-2-yl)ethyl]aminocarbonyl}benzoic acid), N1=CC(=CC=C1)C1NCCCC1 (rac.-2-(pyridin-3-yl)piperidine), C(C)(C)N(CC)C(C)C (diisopropylethylamine), ClCl (chlorine). Solvent: CS(=O)C (DMSO). Product: ClC=1C=C(C(=O)NC(C)C2=NC3=C(N2)C=CC(=C3)Cl)C=CC1C(=O)N1C(CCCC1)C=1C=NC=CC1 (3-chloro-N-[1-(5-chloro-1H-benzimidazol-2-yl)ethyl]-4-(3,4,5,6-tetrahydro-2H-[2,3]-bipyridinyl-1-ylcarbonyl)benzamide). RXN SMILES: [Cl:1][C:2]1[CH:10]=[C:9]([C:11]([NH:13][CH:14]([C:16]2[NH:20][C:19]3[CH:21]=[CH:22][C:23]([Cl:25])=[CH:24][C:18]=3[N:17]=2)[CH3:15])=[O:12])[CH:8]=[CH:7][C:3]=1[C:4]([OH:6])=O.[N:26]1[CH:31]=[CH:30][CH:29]=[C:28]([CH:32]2[CH2:37][CH2:36][CH2:35][CH2:34][NH:33]2)[CH:27]=1.C(N(C(C)C)CC)(C)C.ClCl>CS(C)=O>[Cl:1][C:2]1[CH:10]=[C:9]([CH:8]=[CH:7][C:3]=1[C:4]([N:33]1[CH2:34][CH2:35][CH2:36][CH2:37][CH:32]1[C:28]1[CH:27]=[N:26][CH:31]=[CH:30][CH:29]=1)=[O:6])[C:11]([NH:13][CH:14]([C:16]1[NH:20][C:19]2[CH:21]=[CH:22][C:23]([Cl:25])=[CH:24][C:18]=2[N:17]=1)[CH3:15])=[O:12]. Reported procedure: Prepared analogously to Example 1d from rac.-2-chloro-4-{N-[1-(5-chloro-1H-benzimidazol-2-yl)ethyl]aminocarbonyl}benzoic acid, rac.-2-(pyridin-3-yl)piperidine, PFTU, and diisopropylethylamine in DMSO at ambient temperature. HPLC-MS results: retention time: 3.99 minutes; C27H25Cl2N5O2 (522.43); mass spectrum: (M−H)−=521/523/525 (chlorine isotope). The reactants are CC(O)(C(=O)O)C(F)(F)F, Nc1cccc2c1C(=O)c1sccc1CO2. Yields the product CC(O)(C(=O)Nc1cccc2c1C(=O)c1sccc1CO2)C(F)(F)F. Reaction SMILES: [F:17][C:18]([C:19]([C:20](=[O:21])[OH:22])([CH3:23])[OH:24])([F:25])[F:26].[NH2:1][c:2]1[cH:3][cH:4][cH:5][c:6]2[c:7]1[C:8](=[O:16])[c:9]1[c:10]([cH:13][cH:14][s:15]1)[CH2:11][O:12]2>>[NH:1]([c:2]1[cH:3][cH:4][cH:5][c:6]2[c:7]1[C:8](=[O:16])[c:9]1[c:10]([cH:13][cH:14][s:15]1)[CH2:11][O:12]2)[C:20]([C:19]([C:18]([F:17])([F:25])[F:26])([CH3:23])[OH:24])=[O:21]. Yields the product C(C)S(=O)(=O)C=1N=CN2C1SC=C2 (7-ethanesulfonylimidazo[5,1-b]thiazole). The solvent is C1CCOC1 (THF). Procedure: A solution of 725 mg of 7-methanesulfonylimidazo[5,1-b]thiazole in 35 ml of THF was cooled in an argon atmosphere to −70° C. A 1 N-lithiumbis(trimethylsilyl)amide/THF solution (3.9 ml) was added dropwise thereto at the same temperature. The mixture was stirred for 30 min. Thereafter, 0.25 ml of methyl iodide was added thereto. The mixture was stirred at the same temperature for 70 min. A saturated aqueous sodium chloride solution was added thereto, followed by extraction four times with ethyl ac... RXN SMILES: [CH3:1][S:2]([C:5]1[N:6]=[CH:7][N:8]2[CH:12]=[CH:11][S:10][C:9]=12)(=[O:4])=[O:3].[CH3:13][Si]([N-][Si](C)(C)C)(C)C.[Li+].C1COCC1.CI.[Cl-].[Na+]>C1COCC1>[CH2:1]([S:2]([C:5]1[N:6]=[CH:7][N:8]2[CH:12]=[CH:11][S:10][C:9]=12)(=[O:3])=[O:4])[CH3:13] |f:1.2.3,5.6|. Conditions: time 30 minute. Starting materials: [Cl-].[Na+] (sodium chloride), CS(=O)(=O)C=1N=CN2C1SC=C2 (7-methanesulfonylimidazo[5,1-b]thiazole), CI (methyl iodide), C[Si](C)(C)[N-][Si](C)(C)C.[Li+].C1CCOC1 (lithiumbis(trimethylsilyl)amide THF). Starting materials: C(C#C)O (propargyl alcohol), BrC=1C=C(C(=O)OC(C)(C)C)C=C(C1)Br (tert-butyl 3,5-dibromobenzoate). Reagents/catalysts: C=1C=CC(=CC1)[P](C=2C=CC=CC2)(C=3C=CC=CC3)[Pd]([P](C=4C=CC=CC4)(C=5C=CC=CC5)C=6C=CC=CC6)([P](C=7C=CC=CC7)(C=8C=CC=CC8)C=9C=CC=CC9)[P](C=1C=CC=CC1)(C=1C=CC=CC1)C=1C=CC=CC1 (Pd(Ph3P)4). Solvent: C(C)N(CC)CC (triethylamine). Conditions: time 10 minute. Product: OCC#CC=1C=C(C(=O)OC(C)(C)C)C=C(C1)C#CCO (tert-Butyl 3,5-bis-(3-hydroxyprop-1-ynyl)benzoate). The yield is 86.9%. As a reaction SMILES: [CH2:1]([OH:4])[C:2]#[CH:3].Br[C:6]1[CH:7]=[C:8]([CH:16]=[C:17](Br)[CH:18]=1)[C:9]([O:11][C:12]([CH3:15])([CH3:14])[CH3:13])=[O:10]>C(N(CC)CC)C.C1C=CC([P]([Pd]([P](C2C=CC=CC=2)(C2C=CC=CC=2)C2C=CC=CC=2)([P](C2C=CC=CC=2)(C2C=CC=CC=2)C2C=CC=CC=2)[P](C2C=CC=CC=2)(C2C=CC=CC=2)C2C=CC=CC=2)(C2C=CC=CC=2)C2C=CC=CC=2)=CC=1>[OH:4][CH2:1][C:2]#[C:3][C:6]1[CH:7]=[C:8]([CH:16]=[C:17]([C:3]#[C:2][CH2:1][OH:4])[CH:18]=1)[C:9]([O:11][C:12]([CH3:15])([CH3:14])[CH3:13])=[O:10] |^1:30,32,51,70|. Procedure details: Pd(Ph3P)4 (1.08 g), CuBrSMe2 (0.41 g) and propargyl alcohol (2.95 g, 50.2 mmol) are added successively to a solution of tert-butyl 3,5-dibromobenzoate (A6, 7.7 g, 22.9 mmol) in triethylamine (130 ml), and the mixture is stirred at RT for 10 min and then under reflux at 80° C. for 3.5 h. After cooling, the reaction mixture is filtered off with suction through kieselguhr, and the filter cake is washed with ethyl acetate (50 ml). The organic phase is concentrated under reduced pressure. Further pur... The reactants are C(CCC)(=O)OCC(CCOC1=CC=CC2=CC=CC=C12)NC(CCC)=O (2-(butanoylamino)-4-(1-naphthyloxy)butanol butyrate), C(C)Cl (ethyl chloride). The product is C(C)OCC(CCOC1=CC=CC2=CC=CC=C12)N(CC)CCCC (1-ethoxy-N-butyl-N-ethyl-4-(1-naphthyloxy)-2-butanamine). Reaction SMILES: [C:1]([O:6][CH2:7][CH:8]([NH:22][C:23](=O)[CH2:24][CH2:25][CH3:26])[CH2:9][CH2:10][O:11][C:12]1[C:21]2[C:16](=[CH:17][CH:18]=[CH:19][CH:20]=2)[CH:15]=[CH:14][CH:13]=1)(=O)[CH2:2]CC.[CH2:28](Cl)[CH3:29]>>[CH2:1]([O:6][CH2:7][CH:8]([N:22]([CH2:23][CH2:24][CH2:25][CH3:26])[CH2:28][CH3:29])[CH2:9][CH2:10][O:11][C:12]1[C:21]2[C:16](=[CH:17][CH:18]=[CH:19][CH:20]=2)[CH:15]=[CH:14][CH:13]=1)[CH3:2]. Reported procedure: 2-(butanoylamino)-4-(1-naphthyloxy)butanol butyrate, described in Example 5, with ethyl chloride, followed by reduction, gives 1-ethoxy-N-butyl-N-ethyl-4-(1-naphthyloxy)-2-butanamine.